describe an organic reaction: reactants, conditions, products, and yield From a dataset of the Open Reaction Database (ORD), a public repository of structured organic reaction records. Reactants: C[O-], CC(C)O, COc1ccc(-c2nc3ccccn3c2-c2ccnc(Cl)n2)cc1C(=O)Nc1c(F)cccc1F, ClCCl, COc1cc(CCN2CCOCC2)c(F)cc1N, [Na+], Cc1ccc(S(=O)(=O)O)cc1. Product: COc1cc(CCN2CCOCC2)c(F)cc1Nc1nccc(-c2c(-c3ccc(OC)c(C(=O)Nc4c(F)cccc4F)c3)nc3ccccn23)n1. As a reaction SMILES: [CH3:65][O-:66].[CH:71]([OH:72])([CH3:73])[CH3:74].[Cl:1][c:2]1[n:3][cH:4][cH:5][c:6](-[c:8]2[c:9](-[c:17]3[cH:18][cH:19][c:20]([O:34][CH3:35])[c:21]([C:22](=[O:23])[NH:24][c:25]4[c:26]([F:32])[cH:27][cH:28][cH:29][c:30]4[F:31])[cH:33]3)[n:10][c:11]3[n:12]2[cH:13][cH:14][cH:15][cH:16]3)[n:7]1.[Cl:68][CH2:69][Cl:70].[F:36][c:37]1[c:38]([CH2:46][CH2:47][N:48]2[CH2:49][CH2:50][O:51][CH2:52][CH2:53]2)[cH:39][c:40]([O:44][CH3:45])[c:41]([NH2:42])[cH:43]1.[Na+:67].[c:54]1([CH3:55])[cH:56][cH:57][c:58]([S:59]([OH:60])(=[O:61])=[O:62])[cH:63][cH:64]1>>[c:2]1([NH:42][c:41]2[c:40]([O:44][CH3:45])[cH:39][c:38]([CH2:46][CH2:47][N:48]3[CH2:49][CH2:50][O:51][CH2:52][CH2:53]3)[c:37]([F:36])[cH:43]2)[n:3][cH:4][cH:5][c:6](-[c:8]2[c:9](-[c:17]3[cH:18][cH:19][c:20]([O:34][CH3:35])[c:21]([C:22](=[O:23])[NH:24][c:25]4[c:26]([F:32])[cH:27][cH:28][cH:29][c:30]4[F:31])[cH:33]3)[n:10][c:11]3[n:12]2[cH:13][cH:14][cH:15][cH:16]3)[n:7]1. Starting materials: [Cr](=O)(=O)([O-])Cl.[NH+]1=CC=CC=C1 (Pyridinium chlorochromate), CC[C@H](C)[C@@H]([C@@H](CC(=O)N1CCC[C@H]1[C@@H]([C@@H](C)C(=O)N[C@H](C)[C@H](C2=CC=CC=C2)O)OC)OC)N(C)C(=O)[C@H](C(C)C)NC(=O)[C@H](C(C)C)N(C)C (Auristatin E). The solvent is C(Cl)Cl (CH2Cl2), N1=CC=CC=C1 (pyridine). Reaction conditions: time 3 hour. The product is CN([C@@H](C(C)C)C(=O)N[C@@H](C(C)C)C(=O)N(C)[C@H]([C@@H](CC(=O)N1[C@@H](CCC1)[C@@H]([C@H](C(=O)N[C@@H](C(C1=CC=CC=C1)=O)C)C)OC)OC)[C@H](CC)C)C (N,N-dimethyl-L-valyl-N-[(1S,2R)-4-[(2S)-2-[(1R,2R)-3-[[(1R)-2-oxo-1-methyl-2-phenylethyl]amino]-1-methoxy-2-methyl-3-oxopropyl]-1-pyrrolidinyl]-2-methoxy-1-[(1S)-1-methylpropyl]-4-oxobutyl]-N-methyl-L-valinamide). As a reaction SMILES: [Cr](Cl)([O-])(=O)=O.[NH+]1C=CC=CC=1.[CH3:12][CH2:13][C@@H:14]([C@H:16]([N:46]([C:48]([C@@H:50]([NH:54][C:55]([C@@H:57]([N:61]([CH3:63])[CH3:62])[CH:58]([CH3:60])[CH3:59])=[O:56])[CH:51]([CH3:53])[CH3:52])=[O:49])[CH3:47])[C@H:17]([O:44][CH3:45])[CH2:18][C:19]([N:21]1[C@H:25]([C@H:26]([O:42][CH3:43])[C@H:27]([C:29]([NH:31][C@@H:32]([C@@H:34]([OH:41])[C:35]2[CH:40]=[CH:39][CH:38]=[CH:37][CH:36]=2)[CH3:33])=[O:30])[CH3:28])[CH2:24][CH2:23][CH2:22]1)=[O:20])[CH3:15]>C(Cl)Cl.N1C=CC=CC=1>[CH3:63][N:61]([CH3:62])[C@H:57]([C:55]([NH:54][C@H:50]([C:48]([N:46]([C@@H:16]([C@@H:14]([CH3:15])[CH2:13][CH3:12])[C@H:17]([O:44][CH3:45])[CH2:18][C:19]([N:21]1[CH2:22][CH2:23][CH2:24][C@H:25]1[C@H:26]([O:42][CH3:43])[C@@H:27]([CH3:28])[C:29]([NH:31][C@H:32]([CH3:33])[C:34](=[O:41])[C:35]1[CH:36]=[CH:37][CH:38]=[CH:39][CH:40]=1)=[O:30])=[O:20])[CH3:47])=[O:49])[CH:51]([CH3:53])[CH3:52])=[O:56])[CH:58]([CH3:60])[CH3:59] |f:0.1|. Procedure details: Pyridinium chlorochromate (PCC) (13.6 mg, 0.06 mmol, 4.5 eq.) was added to a solution of Auristatin E (29a) (10 mg, 0.014 mmol, 1 eq.) in CH2Cl2 (2 mL) and pyridine (50 μL). The reaction mixture was stirred at room temperature for 3 h. HPLC analysis of the reaction mixture showed complete conversion of the 10.2 min peak into a new 11.3 min peak with different UV spectrum (max 245 nm, shoulder 280 nm). The product was purified by flash chromatography on a silica gel column (120×12 mm) in a step g...